From a dataset of the Open Reaction Database (ORD), a public repository of structured organic reaction records. describe an organic reaction: reactants, conditions, products, and yield The reactants are O=[N+]([O-])c1ccc(Br)cc1, CCOC(C)=O, CC1(C)OB(C(=CC2CCCCC2)CO)OC1(C)C, [Cs+], [F-], C1COCCO1, c1ccc([PH](c2ccccc2)(c2ccccc2)[Pd-4]([PH](c2ccccc2)(c2ccccc2)c2ccccc2)([PH](c2ccccc2)(c2ccccc2)c2ccccc2)[PH](c2ccccc2)(c2ccccc2)c2ccccc2)cc1. Yields the product O=[N+]([O-])c1ccc(C(=CC2CCCCC2)CO)cc1. RXN SMILES: [Br:1][c:2]1[cH:3][cH:4][c:5]([N+:8](=[O:9])[O-:10])[cH:6][cH:7]1.[CH3:38][CH2:39][O:40][C:41](=[O:42])[CH3:43].[CH:11]1([CH:17]=[C:18]([CH2:19][OH:20])[B:21]2[O:22][C:23]([CH3:24])([CH3:25])[C:26]([CH3:27])([CH3:28])[O:29]2)[CH2:12][CH2:13][CH2:14][CH2:15][CH2:16]1.[Cs+:31].[F-:30].[O:32]1[CH2:33][CH2:34][O:35][CH2:36][CH2:37]1.[c:44]1([PH:45]([Pd-4:46]([PH:47]([c:48]2[cH:49][cH:50][cH:51][cH:52][cH:53]2)([c:54]2[cH:55][cH:56][cH:57][cH:58][cH:59]2)[c:60]2[cH:61][cH:62][cH:63][cH:64][cH:65]2)([PH:66]([c:67]2[cH:68][cH:69][cH:70][cH:71][cH:72]2)([c:73]2[cH:74][cH:75][cH:76][cH:77][cH:78]2)[c:79]2[cH:80][cH:81][cH:82][cH:83][cH:84]2)[PH:85]([c:86]2[cH:87][cH:88][cH:89][cH:90][cH:91]2)([c:92]2[cH:93][cH:94][cH:95][cH:96][cH:97]2)[c:98]2[cH:99][cH:100][cH:101][cH:102][cH:103]2)([c:104]2[cH:105][cH:106][cH:107][cH:108][cH:109]2)[c:110]2[cH:111][cH:112][cH:113][cH:114][cH:115]2)[cH:116][cH:117][cH:118][cH:119][cH:120]1>>[c:2]1([C:18](=[CH:17][CH:11]2[CH2:12][CH2:13][CH2:14][CH2:15][CH2:16]2)[CH2:19][OH:20])[cH:3][cH:4][c:5]([N+:8](=[O:9])[O-:10])[cH:6][cH:7]1. Starting materials: CCOC(C)=O, CCCCCC, CC(C)O, COCCN, [Cu]I, Ic1ccccc1, [K+], [K+], [K+], OCCO, O=P([O-])([O-])[O-]. The product is COCCNc1ccccc1. As a reaction SMILES: [C:27]([O:28][CH2:29][CH3:30])(=[O:31])[CH3:32].[CH3:33][CH2:34][CH2:35][CH2:36][CH2:37][CH3:38].[CH3:39][CH:40]([OH:41])[CH3:42].[CH3:9][O:10][CH2:11][CH2:12][NH2:13].[Cu:25][I:26].[I:14][c:15]1[cH:16][cH:17][cH:18][cH:19][cH:20]1.[K+:6].[K+:7].[K+:8].[OH:21][CH2:22][CH2:23][OH:24].[P:1]([O-:2])([O-:3])([O-:4])=[O:5]>>[CH3:9][O:10][CH2:11][CH2:12][NH:13][c:15]1[cH:16][cH:17][cH:18][cH:19][cH:20]1. Starting materials: C(C)(=O)OC(C)=O (acetic anhydride), [N+](=O)(O)[O-] (nitric acid), BrC1=C2CCC(C2=C(C=C1)O)=O (4-Bromo-7-hydroxyindan-1-one). Run in C(C)(=O)O (acetic acid), C(C)(=O)O (acetic acid). Conditions: time 3 hour. Product: BrC1=C2CCC(C2=C(C(=C1)[N+](=O)[O-])O)=O (4-Bromo-7-hydroxy-6-nitroindan-1-one). The yield is 81.1%. Reaction SMILES: [Br:1][C:2]1[CH:10]=[CH:9][C:8]([OH:11])=[C:7]2[C:3]=1[CH2:4][CH2:5][C:6]2=[O:12].C(OC(=O)C)(=O)C.[N+:20]([O-])([OH:22])=[O:21]>C(O)(=O)C>[Br:1][C:2]1[CH:10]=[C:9]([N+:20]([O-:22])=[O:21])[C:8]([OH:11])=[C:7]2[C:3]=1[CH2:4][CH2:5][C:6]2=[O:12]. Procedure: 4-Bromo-7-hydroxyindan-1-one (3.06 g, 13.5 mmol) was suspended in acetic acid (20 mL), and acetic anhydride (1.66 mL, 17.6 mmol) and fuming nitric acid (838 μL, 20.2 mmol) dissolved in acetic acid (10 mL) were added. The mixture was stirred at room temperature for 3 hr. The solvent was evaporated under reduced pressure and the precipitated yellow crystals were collected by filtration to give the title compound (2.98 g, yield 79%). Reactants: C(C1=CC=CC=C1)(=O)CC(C1=CC=CC=C1)=O (dibenzoylmethane), ClC1=C(OCCCCCCBr)C=CC(=C1)OC (6-(2-chloro-4-methoxyphenoxy)hexyl bromide), C([O-])([O-])=O.[K+].[K+] (potassium carbonate), [I-].[K+] (potassium iodide). Run in CC(CC)=O (2-butanone). The product is C(C1=CC=CC=C1)(=O)C(C(=O)C1=CC=CC=C1)CCCCCCOC1=C(C=C(C=C1)OC)Cl (2-benzoyl-8-[2-chloro-4-methoxyphenoxy]-1-phenyl-1-octanone). The yield is 38.8%. Reaction SMILES: [C:1]([CH2:9][C:10](=[O:17])[C:11]1[CH:16]=[CH:15][CH:14]=[CH:13][CH:12]=1)(=[O:8])[C:2]1[CH:7]=[CH:6][CH:5]=[CH:4][CH:3]=1.[Cl:18][C:19]1[CH:32]=[C:31]([O:33][CH3:34])[CH:30]=[CH:29][C:20]=1[O:21][CH2:22][CH2:23][CH2:24][CH2:25][CH2:26][CH2:27]Br.C(=O)([O-])[O-].[K+].[K+].[I-].[K+]>CC(=O)CC>[C:10]([CH:9]([CH2:27][CH2:26][CH2:25][CH2:24][CH2:23][CH2:22][O:21][C:20]1[CH:29]=[CH:30][C:31]([O:33][CH3:34])=[CH:32][C:19]=1[Cl:18])[C:1]([C:2]1[CH:7]=[CH:6][CH:5]=[CH:4][CH:3]=1)=[O:8])(=[O:17])[C:11]1[CH:16]=[CH:15][CH:14]=[CH:13][CH:12]=1 |f:2.3.4,5.6|. Reported procedure: A mixture of 11.2 g (0.05 m) of dibenzoylmethane, 16.1 g (0.05 m) of 6-(2-chloro-4-methoxyphenoxy)hexyl bromide, 20.6 g (0.15 m) of milled potassium carbonate, 2.0 g of potassium iodide and 250 ml of 2-butanone was heated at reflux for 18 hours. The reaction mixture was filtered hot and concentrated to a brown oil. The latter was stirred with cold ether and seeded with a sample of the desired product having the m.p. 69°-70° C. The solid product thus obtained was collected to afford 9.0 g of 2-be... The reactants are C(CC1=CC=CC=C1)NC([C@@H](NC[C@H](CSC(C1=CC=CC=C1)(C1=CC=CC=C1)C1=CC=CC=C1)NC(=O)OC(C)(C)C)[C@@H](C)CC)=O (N-[2(R)-(t-butoxycarbonyl)amino-3-triphenylmethylmercaptopropyl ]-L-isoleucine-phenethylamide), C(C)[SiH](CC)CC (triethylsilane). Run in FC(C(=O)O)(F)F (trifluoroacetic acid), C(Cl)Cl (CH2Cl2). Reaction conditions: time 3 hour. Yields the product C(CC1=CC=CC=C1)NC([C@@H](NC[C@H](CS)N)[C@@H](C)CC)=O (N-[2(R)-Amino-3-mercaptopropyl]-L-isoleucine-phenethylamide). Yield: 44.2%. As a reaction SMILES: [CH2:1]([NH:9][C:10](=[O:48])[C@H:11]([C@H:44]([CH2:46][CH3:47])[CH3:45])[NH:12][CH2:13][C@@H:14]([NH:36]C(OC(C)(C)C)=O)[CH2:15][S:16]C(C1C=CC=CC=1)(C1C=CC=CC=1)C1C=CC=CC=1)[CH2:2][C:3]1[CH:8]=[CH:7][CH:6]=[CH:5][CH:4]=1.C([SiH](CC)CC)C>FC(F)(F)C(O)=O.C(Cl)Cl>[CH2:1]([NH:9][C:10](=[O:48])[C@H:11]([C@H:44]([CH2:46][CH3:47])[CH3:45])[NH:12][CH2:13][C@@H:14]([NH2:36])[CH2:15][SH:16])[CH2:2][C:3]1[CH:8]=[CH:7][CH:6]=[CH:5][CH:4]=1. Reported procedure: The product of Step D (0.09 g, 0.14 mmol) was dissolved in 4 mL of 25% trifluoroacetic acid (TFA) in CH2Cl2 at ambient temperature, triethylsilane (0.089 mL, 0.56 mmol) was added and the solution was stirred for 3 h. The reaction mixture was concentrated and partitioned between EtOAc and aqueous saturated NaHCO3 solution. The organic layer was washed with brine and dried (Na2SO4). Filtration, concentration and trituration with hexane provided 0.02 g (44%) of the title compound, mp 69°-73° C. Starting materials: O=C(c1ncc[nH]1)c1ncc[nH]1, CCc1cc(CC(N)C(=O)OC)cc2c(C)n[nH]c12, O=C1Nc2ccccc2CN1C1CCNCC1, C1CCOC1. The product is CCc1cc(CC(NC(=O)N2CCC(N3Cc4ccccc4NC3=O)CC2)C(=O)OC)cc2c(C)n[nH]c12. As a reaction SMILES: [C:20](=[O:21])([c:22]1[nH:23][cH:24][cH:25][n:26]1)[c:27]1[nH:28][cH:29][cH:30][n:31]1.[CH3:1][O:2][C:3]([CH:4]([CH2:5][c:6]1[cH:7][c:8]2[c:9]([CH3:17])[n:10][nH:11][c:12]2[c:13]([CH2:15][CH3:16])[cH:14]1)[NH2:18])=[O:19].[NH:32]1[CH2:33][CH2:34][CH:35]([N:38]2[C:39](=[O:48])[NH:40][c:41]3[cH:42][cH:43][cH:44][cH:45][c:46]3[CH2:47]2)[CH2:36][CH2:37]1.[O:49]1[CH2:50][CH2:51][CH2:52][CH2:53]1>>[CH3:1][O:2][C:3]([CH:4]([CH2:5][c:6]1[cH:7][c:8]2[c:9]([CH3:17])[n:10][nH:11][c:12]2[c:13]([CH2:15][CH3:16])[cH:14]1)[NH:18][C:20](=[O:21])[N:32]1[CH2:33][CH2:34][CH:35]([N:38]2[C:39](=[O:48])[NH:40][c:41]3[cH:42][cH:43][cH:44][cH:45][c:46]3[CH2:47]2)[CH2:36][CH2:37]1)=[O:19]. The reactants are [Cu]I, [F-], FC(F)(F)I, COc1cc(C(C)C)c(S(=O)(=O)c2ccc(C)cc2)cc1I, [K+], CN(C)C=O, O. Yields the product COc1cc(C(C)C)c(S(=O)(=O)c2ccc(C)cc2)cc1C(F)(F)F. RXN SMILES: [Cu:36][I:37].[F-:23].[F:25][C:26]([F:27])([F:28])[I:29].[I:1][c:2]1[c:3]([O:21][CH3:22])[cH:4][c:5]([CH:18]([CH3:19])[CH3:20])[c:6]([S:8](=[O:9])(=[O:10])[c:11]2[cH:12][cH:13][c:14]([CH3:17])[cH:15][cH:16]2)[cH:7]1.[K+:24].[O:31]=[CH:32][N:33]([CH3:34])[CH3:35].[OH2:30]>>[c:2]1([C:26]([F:25])([F:27])[F:28])[c:3]([O:21][CH3:22])[cH:4][c:5]([CH:18]([CH3:19])[CH3:20])[c:6]([S:8](=[O:9])(=[O:10])[c:11]2[cH:12][cH:13][c:14]([CH3:17])[cH:15][cH:16]2)[cH:7]1. The reactants are CN1CCNCC1 (1-methyl-piperazine), C1(=CC=CC=C1)S(=O)(=O)C=1C(=NN2C1N=C(C=C2Cl)CCOC)SC (3-benzenesulphonyl-7-chloro-5-(2-methoxy-ethyl)-2-methylsulphanyl-pyrazolo[1,5-a]pyrimidine). The solvent is CN(C)C=O (DMF), CN(C)C=O (DMF). Run at time 3 hour. Yields the product C1(=CC=CC=C1)S(=O)(=O)C=1C(=NN2C1N=C(C=C2N2CCN(CC2)C)CCOC)SC (3-benzenesulphonyl-5-(2-methoxy-ethyl)-7-(4-methyl-piperazin-1-yl)-2-methylsulphanyl-pyrazolo[1,5-a]-pyrimidine). The yield is 48.9%. RXN SMILES: [CH3:1][N:2]1[CH2:7][CH2:6][NH:5][CH2:4][CH2:3]1.[C:8]1([S:14]([C:17]2[C:18]([S:31][CH3:32])=[N:19][N:20]3[C:25](Cl)=[CH:24][C:23]([CH2:27][CH2:28][O:29][CH3:30])=[N:22][C:21]=23)(=[O:16])=[O:15])[CH:13]=[CH:12][CH:11]=[CH:10][CH:9]=1>CN(C=O)C>[C:8]1([S:14]([C:17]2[C:18]([S:31][CH3:32])=[N:19][N:20]3[C:25]([N:5]4[CH2:6][CH2:7][N:2]([CH3:1])[CH2:3][CH2:4]4)=[CH:24][C:23]([CH2:27][CH2:28][O:29][CH3:30])=[N:22][C:21]=23)(=[O:16])=[O:15])[CH:13]=[CH:12][CH:11]=[CH:10][CH:9]=1. Procedure details: 0.5 g (5 mmol) of 1-methyl-piperazine in 3 ml of DMF was added to a solution of 0.45 g (1.13 mmol) of 3-benzenesulphonyl-7-chloro-5-(2-methoxy-ethyl)-2-methylsulphanyl-pyrazolo[1,5-a]pyrimidine in 20 ml of DMF and stirred at RT for 3 hrs. The reaction solution was evaporated, the residue was partitioned between 2N NaOH and CH2Cl2. The aqueous phase was extracted three times with CH2Cl2, the combined organic phases were dried (MgSO4), filtered and evaporated. Subsequent chromatography (silica gel... Reactants: OC1=CC=2C[C@H]([C@H]3[C@@H]4C=CC([C@@]4(C)CC[C@@H]3C2C=C1)=O)CCCCCO (3-hydroxy-7α-(5-hydroxypentyl)-estra-1,3,5(10),15-tetraen-17-one), C([O-])([O-])=O.[Cs+].[Cs+] (cesium carbonate), C(C1=CC=CC=C1)Br (benzyl bromide). Solvent: CC(=O)C (acetone). Product: C(C1=CC=CC=C1)OC1=CC=2C[C@H]([C@H]3[C@@H]4C=CC([C@@]4(C)CC[C@@H]3C2C=C1)=O)CCCCCO (3-benzyloxy-7α-(5-hydroxypentyl)-estra-1,3,5(10),15-tetraen-17-one). As a reaction SMILES: [OH:1][C:2]1[CH:19]=[CH:18][C:17]2[C@@H:16]3[C@H:7]([C@H:8]4[C@@:12]([CH2:14][CH2:15]3)([CH3:13])[C:11](=[O:20])[CH:10]=[CH:9]4)[C@H:6]([CH2:21][CH2:22][CH2:23][CH2:24][CH2:25][OH:26])[CH2:5][C:4]=2[CH:3]=1.C(=O)([O-])[O-].[Cs+].[Cs+].[CH2:33](Br)[C:34]1[CH:39]=[CH:38][CH:37]=[CH:36][CH:35]=1>CC(C)=O>[CH2:33]([O:1][C:2]1[CH:19]=[CH:18][C:17]2[C@@H:16]3[C@H:7]([C@H:8]4[C@@:12]([CH2:14][CH2:15]3)([CH3:13])[C:11](=[O:20])[CH:10]=[CH:9]4)[C@H:6]([CH2:21][CH2:22][CH2:23][CH2:24][CH2:25][OH:26])[CH2:5][C:4]=2[CH:3]=1)[C:34]1[CH:39]=[CH:38][CH:37]=[CH:36][CH:35]=1 |f:1.2.3|. Reported procedure: A solution of 2.85 g of 3-hydroxy-7α-(5-hydroxypentyl)-estra-1,3,5(10),15-tetraen-17-one in 57 ml of acetone is mixed with 3.25 g of cesium carbonate and 1.14 ml of benzyl bromide, and the mixture is refluxed for 1 hour. The reaction mixture is concentrated by evaporation, the residue is mixed with water, shaken out with ethyl acetate, the organic phase is dried on sodium sulfate and concentrated by evaporation. The residue is chromatographed on silica gel with hexane/ethyl acetate. 3.12 g of 3-...